Dataset: the Open Reaction Database (ORD), a public repository of structured organic reaction records. Task: describe an organic reaction: reactants, conditions, products, and yield Starting materials: COC(=O)C1NC2=CC=C(C=C2C1)OC(F)(F)F (5-trifluoromethoxyindoline-2(R/S)-carboxylic acid methyl ester), C(C)(C)(C)OC(=O)N[C@H](C(=O)O)CC (N-t-butoxycarbonyl-2(S)-aminobutyric acid), C(C)(C)N=C=NC(C)C (diisopropylcarbodiimide). Conditions: time 24 hour. Procedure: To a solution of 5-trifluoromethoxyindoline-2(R/S)-carboxylic acid methyl ester (1.95 g, 7.47 mmol) and N-t-butoxycarbonyl-2(S)-aminobutyric acid (1.52 g, 7.47 mmol) dissolved in dried dichloromethane (15 ml) under nitrogen at 10° C., was added diisopropylcarbodiimide (1.00 ml, 7.96 mmol). The mixture was stirred at room temperature for 24 hours, then filtered. The filtrate was evaporated under vacuum to afford a brown oil which was purified by column chromatography on silica gel first by using ... Reaction SMILES: [CH3:1][O:2][C:3]([CH:5]1[CH2:13][C:12]2[C:7](=[CH:8][CH:9]=[C:10]([O:14][C:15]([F:18])([F:17])[F:16])[CH:11]=2)[NH:6]1)=[O:4].[C:19]([O:23][C:24]([NH:26][C@@H:27]([CH2:31][CH3:32])[C:28](O)=[O:29])=[O:25])([CH3:22])([CH3:21])[CH3:20].C(N=C=NC(C)C)(C)C>ClCCl>[CH3:1][O:2][C:3]([CH:5]1[CH2:13][C:12]2[C:7](=[CH:8][CH:9]=[C:10]([O:14][C:15]([F:18])([F:16])[F:17])[CH:11]=2)[N:6]1[C:28](=[O:29])[C@@H:27]([NH:26][C:24]([O:23][C:19]([CH3:22])([CH3:21])[CH3:20])=[O:25])[CH2:31][CH3:32])=[O:4]. Run in ClCCl (dichloromethane). Product: COC(=O)C1N(C2=CC=C(C=C2C1)OC(F)(F)F)C([C@H](CC)NC(=O)OC(C)(C)C)=O (1-(N-t-Butoxycarbonyl-2(S)-aminobutyryl)-5-trifluoromethoxyindoline-2(R/S)-carboxylic acid methyl ester). Reactants: Cl, COc1nc(Oc2ccc(B3OC(C)(C)C(C)(C)O3)c(C3OCCO3)c2F)ccc1C#N, C1CCOC1, O. Product: COc1nc(Oc2ccc(B3OC(C)(C)C(C)(C)O3)c(C=O)c2F)ccc1C#N. As a reaction SMILES: [ClH:33].[O:1]1[CH:2]([c:6]2[c:7]([F:32])[c:8]([O:9][c:10]3[n:11][c:12]([O:18][CH3:19])[c:13]([C:14]#[N:15])[cH:16][cH:17]3)[cH:20][cH:21][c:22]2[B:23]2[O:24][C:25]([CH3:30])([CH3:31])[C:26]([CH3:28])([CH3:29])[O:27]2)[O:5][CH2:4][CH2:3]1.[O:35]1[CH2:36][CH2:37][CH2:38][CH2:39]1.[OH2:34]>>[O:1]=[CH:2][c:6]1[c:7]([F:32])[c:8]([O:9][c:10]2[n:11][c:12]([O:18][CH3:19])[c:13]([C:14]#[N:15])[cH:16][cH:17]2)[cH:20][cH:21][c:22]1[B:23]1[O:24][C:25]([CH3:30])([CH3:31])[C:26]([CH3:28])([CH3:29])[O:27]1. Conditions: temperature 90 celsius, time 1 hour. Product: NC=1C(=NC2=CC=CC=C2C1C(=O)O)C1=CC=C(C=C1)C1=CC=CC=C1 (3-Amino-2-[1,1'-biphenyl]-4-yl-4-quinolinecarboxylic acid). Starting materials: [OH-].[Na+] (sodium hydroxide), N1C(=O)C(=O)C2=CC=CC=C12 (isatin), N1C(=O)C(=O)C2=CC=CC=C12 (isatin), Cl.NCC(=O)C1=CC=C(C=C1)C1=CC=CC=C1 (2-amino-4'-phenylacetophenone, hydrochloride), C(C)O (ethanol). Procedure details: A 4.42 g portion of isatin was suspended in 25 ml of water in a three-necked 1 liter flask equipped with a reflux condenser and addition funnel. To this suspension was added a solution of 6.4 g of sodium hydroxide in 20 ml of water, then the mixture was heated to 90° C. A solution of 15.0 g of 2-amino-4'-phenylacetophenone, hydrochloride in 300 ml of a 50:50 mixture of ethanol:water was warmed slightly, then 100 ml of tetrahydrofuran was added to effect dissolution. This solution was added dropw... RXN SMILES: [NH:1]1[C:11]2[C:6](=[CH:7][CH:8]=[CH:9][CH:10]=2)[C:4](=O)[C:2]1=[O:3].[OH-].[Na+].Cl.[NH2:15][CH2:16][C:17]([C:19]1[CH:24]=[CH:23][C:22]([C:25]2[CH:30]=[CH:29][CH:28]=[CH:27][CH:26]=2)=[CH:21][CH:20]=1)=O.C([OH:33])C>O.O1CCCC1>[NH2:15][C:16]1[C:17]([C:19]2[CH:24]=[CH:23][C:22]([C:25]3[CH:30]=[CH:29][CH:28]=[CH:27][CH:26]=3)=[CH:21][CH:20]=2)=[N:1][C:11]2[C:6]([C:4]=1[C:2]([OH:33])=[O:3])=[CH:7][CH:8]=[CH:9][CH:10]=2 |f:1.2,3.4|. Solvent: O (water), O (water), O (water), O1CCCC1 (tetrahydrofuran). Reactants: ClC=1C2=C(N=CN1)SC1=C2CCNC1 (4-chloro-5,6,7,8-tetrahydropyrido[4′,3′:4,5]thieno[2,3-d]pyrimidine), Cl.CN(C/C=C/C(=O)O)C ((2E)-4-(dimethylamino)but-2-enoic acid hydrochloride), CCN=C=NCCCN(C)C (EDCI), C(C)(C)N(CC)C(C)C (diisopropylethylamine). The reagents and catalysts are CN(C)C=1C=CN=CC1 (DMAP). Solvent: C1CCOC1 (THF). Reaction conditions: time 16 hour. Product: ClC=1C2=C(N=CN1)SC1=C2CCN(C1)C(/C=C/CN(C)C)=O ((2E)-4-(4-chloro-5,8-dihydropyrido[4′,3′:4,5]thieno[2,3-d]pyrimidin-7(6H)-yl)-N,N-dimethyl-4-oxobut-2-en-1-amine). The yield is 81.6%. As a reaction SMILES: [Cl:1][C:2]1[C:3]2[C:10]3[CH2:11][CH2:12][NH:13][CH2:14][C:9]=3[S:8][C:4]=2[N:5]=[CH:6][N:7]=1.Cl.[CH3:16][N:17]([CH3:24])[CH2:18]/[CH:19]=[CH:20]/[C:21](O)=[O:22].CCN=C=NCCCN(C)C.C(N(C(C)C)CC)(C)C>C1COCC1.CN(C1C=CN=CC=1)C>[Cl:1][C:2]1[C:3]2[C:10]3[CH2:11][CH2:12][N:13]([C:21](=[O:22])/[CH:20]=[CH:19]/[CH2:18][N:17]([CH3:24])[CH3:16])[CH2:14][C:9]=3[S:8][C:4]=2[N:5]=[CH:6][N:7]=1 |f:1.2|. Procedure details: To a solution of 4-chloro-5,6,7,8-tetrahydropyrido[4′,3′:4,5]thieno[2,3-d]pyrimidine (1000 mg, 4.0 mmol, 90% pure) in THF (20 mL) were added (2E)-4-(dimethylamino)but-2-enoic acid hydrochloride (730 mg, 4.4 mmol), EDCI (840 mg, 4.4 mmol), DMAP (97 mmol, 0.8 mmol) and diisopropylethylamine (120 mg, 8.0 mmol). The reaction mixture was stirred at room temperature for 16 h. The mixture was then concentrated to dryness under reduced pressure. The residue was purified by ISCO using a 20% ethyl acetate... Solvent: C(C)#N (acetonitrile). The yield is 100.9%. Starting materials: COC=1C=C(C=C(C1)OC)CN ((3,5-dimethoxyphenyl)methanamine), FC(C(=O)C1=C(C=C(C=C1)F)F)(F)F (2,2,2-trifluoro-1-(2,4-difluorophenyl)ethanone), C(C)(C)N(CC)C(C)C (diisopropylethylamine). As a reaction SMILES: [CH3:1][O:2][C:3]1[CH:4]=[C:5]([CH2:11][NH2:12])[CH:6]=[C:7]([O:9][CH3:10])[CH:8]=1.[F:13][C:14]([F:26])([F:25])[C:15]([C:17]1[CH:22]=[CH:21][C:20]([F:23])=[CH:19][C:18]=1F)=[O:16].C(N(C(C)C)CC)(C)C>C(#N)C>[CH3:10][O:9][C:7]1[CH:6]=[C:5]([CH:4]=[C:3]([O:2][CH3:1])[CH:8]=1)[CH2:11][NH:12][C:18]1[CH:19]=[C:20]([F:23])[CH:21]=[CH:22][C:17]=1[C:15](=[O:16])[C:14]([F:25])([F:26])[F:13]. Procedure details: A solution of (3,5-dimethoxyphenyl)methanamine (0.88 g, 5.20 mmol), 2,2,2-trifluoro-1-(2,4-difluorophenyl)ethanone (1.0 g, 4.80 mmol) and diisopropylethylamine (1.6 mL, 9.6 mmol) in acetonitrile was stirred at 40° C. for 48 h. The solvent was concentrated in vacuo, the residue was taken up in dichloromethane and washed with water and brine, dried, and concentrated under reduced pressure to yield 1.73 g of a yellow oil. The residue was purified by PTLC (20% ethyl acetate in hexanes) to give 527 m... Product: COC=1C=C(CNC2=C(C=CC(=C2)F)C(C(F)(F)F)=O)C=C(C1)OC (1-(2-(3,5-Dimethoxybenzylamino)-4-fluorophenyl)-2,2,2-trifluoroethanone). The reactants are C1CCOC1, COC(=O)C1CCC(C(=O)O)CC1, CC(C)NC(C)C, CI, [Li]CCCC. Yields the product COC(=O)C1(C)CCC(C(=O)O)CC1. Reaction SMILES: [CH2:28]1[O:29][CH2:30][CH2:31][CH2:32]1.[CH3:13][O:14][C:15](=[O:16])[CH:17]1[CH2:18][CH2:19][CH:20]([C:23](=[O:24])[OH:25])[CH2:21][CH2:22]1.[CH:1]([NH:2][CH:3]([CH3:4])[CH3:5])([CH3:6])[CH3:7].[I:26][CH3:27].[Li:8][CH2:9][CH2:10][CH2:11][CH3:12]>>[CH3:1][C:17]1([C:15]([O:14][CH3:13])=[O:16])[CH2:18][CH2:19][CH:20]([C:23](=[O:24])[OH:25])[CH2:21][CH2:22]1. The reactants are N1C(=NC=C1)CC1=CC=C(C=C1)O (4-(1-imidazolylmethyl)-phenol), ClC1=C(CCl)C(=CC=C1)Cl (2,6-dichlorobenzyl chloride). Yields the product Cl.ClC1=C(COC2=CC=C(C=C2)CC=2NC=CN2)C(=CC=C1)Cl ((2,6-Dichlorobenzyl)-[4-(1-imidazolylmethyl)-phenyl]-ether, Hydrochloride). As a reaction SMILES: [NH:1]1[CH:5]=[CH:4][N:3]=[C:2]1[CH2:6][C:7]1[CH:12]=[CH:11][C:10]([OH:13])=[CH:9][CH:8]=1.[Cl:14][C:15]1[CH:22]=[CH:21][CH:20]=[C:19]([Cl:23])[C:16]=1[CH2:17]Cl>>[ClH:14].[Cl:14][C:15]1[CH:22]=[CH:21][CH:20]=[C:19]([Cl:23])[C:16]=1[CH2:17][O:13][C:10]1[CH:11]=[CH:12][C:7]([CH2:6][C:2]2[NH:1][CH:5]=[CH:4][N:3]=2)=[CH:8][CH:9]=1 |f:2.3|. Reported procedure: This compound is produced according to Example 2 from 4-(1-imidazolylmethyl)-phenol and 2,6-dichlorobenzyl chloride.